Dataset: the Open Reaction Database (ORD), a public repository of structured organic reaction records. Task: describe an organic reaction: reactants, conditions, products, and yield Starting materials: O (H2O), C(C)(=O)OC1=CC(=CC=2CC[C@H]3[C@@H]4C[C@H](C([C@@]4(C)CC[C@@H]3C12)=O)Br)OC (1-Acetoxy-16α-bromo-3-methoxyestra-1,3,5(10)-trien-17-one), solution, [Cl-].[Li+] (lithium chloride). The solvent is CN(C=O)C (dimethylformamide). Reaction conditions: time 5 hour. Product: C(C)(=O)OC1=CC(=CC=2CC[C@H]3[C@@H]4C[C@@H](C([C@@]4(C)CC[C@@H]3C12)=O)Cl)OC (1-acetoxy-16β-chloro-3-methoxyestra-1,3,5(10)-trien-17-one). As a reaction SMILES: [Cl-:1].[Li+].[C:3]([O:6][C:7]1[C:24]2[C@@H:23]3[C@H:14]([C@H:15]4[C@@:19]([CH2:21][CH2:22]3)([CH3:20])[C:18](=[O:25])[C@H:17](Br)[CH2:16]4)[CH2:13][CH2:12][C:11]=2[CH:10]=[C:9]([O:27][CH3:28])[CH:8]=1)(=[O:5])[CH3:4].O>CN(C)C=O>[C:3]([O:6][C:7]1[C:24]2[C@@H:23]3[C@H:14]([C@H:15]4[C@@:19]([CH2:21][CH2:22]3)([CH3:20])[C:18](=[O:25])[C@@H:17]([Cl:1])[CH2:16]4)[CH2:13][CH2:12][C:11]=2[CH:10]=[C:9]([O:27][CH3:28])[CH:8]=1)(=[O:5])[CH3:4] |f:0.1|. Procedure: A solution of lithium chloride (1.3 g, 31 mM) in 9 ml of anhydrous dimethylformamide is heated to 70° and then cooled to room temperature. 1-Acetoxy-16α-bromo-3-methoxyestra-1,3,5(10)-trien-17-one (0.50 g) is added to the solution as a solid using Gooch tubing. The resulting suspension is heated to 50° to effect solution. The solution is then stirred at room temperature for 5 hr, poured into 100 ml of H2O, filtered and dried in vacuo to give a white solid. Recrystallization from methanol gives 1... Starting materials: CCCC=CCC=CC=CCO, ClC(Cl)Cl. The product is CCCC=CCC=CC=CC=O. Reaction SMILES: [CH2:1]([CH:2]=[CH:3][CH:4]=[CH:5][CH2:6][CH:7]=[CH:8][CH2:9][CH2:10][CH3:11])[OH:12].[CH:13]([Cl:14])([Cl:15])[Cl:16]>>[CH:1]([CH:2]=[CH:3][CH:4]=[CH:5][CH2:6][CH:7]=[CH:8][CH2:9][CH2:10][CH3:11])=[O:12]. Yields the product OCc1cc2ccc(Br)cc2c2ccccc12. The reactants are B, O=C(O)c1cc2ccc(Br)cc2c2ccccc12, C1CCOC1. As a reaction SMILES: [BH3:19].[Br:1][c:2]1[cH:3][cH:4][c:5]2[cH:6][c:7]([C:16](=[O:17])[OH:18])[c:8]3[cH:9][cH:10][cH:11][cH:12][c:13]3[c:14]2[cH:15]1.[CH2:20]1[O:21][CH2:22][CH2:23][CH2:24]1>>[Br:1][c:2]1[cH:3][cH:4][c:5]2[cH:6][c:7]([CH2:16][OH:17])[c:8]3[cH:9][cH:10][cH:11][cH:12][c:13]3[c:14]2[cH:15]1.